From a dataset of the Open Reaction Database (ORD), a public repository of structured organic reaction records. describe an organic reaction: reactants, conditions, products, and yield The reactants are BrC1=C(SC(=C1)Br)C (3,5-dibromo-2-methylthiophene), FC(C=1C=C(C=CC1)B(O)O)(F)F (3-(trifluoromethyl)phenylboronic acid), C([O-])([O-])=O.[Cs+].[Cs+] (cesium carbonate), O1CCCC1 (tetrahydrofuran). Isolated yield 85.7%. Solvent: O (water). Product: BrC1=C(SC(=C1)C1=CC(=CC=C1)C(F)(F)F)C (3-bromo-2-methyl-5-[3-(trifluoromethyl)phenyl]thiophene). RXN SMILES: [Br:1][C:2]1[CH:6]=[C:5](Br)[S:4][C:3]=1[CH3:8].[F:9][C:10]([F:21])([F:20])[C:11]1[CH:12]=[C:13](B(O)O)[CH:14]=[CH:15][CH:16]=1.C(=O)([O-])[O-].[Cs+].[Cs+].O1CCCC1>C1C=CC([P]([Pd]([P](C2C=CC=CC=2)(C2C=CC=CC=2)C2C=CC=CC=2)([P](C2C=CC=CC=2)(C2C=CC=CC=2)C2C=CC=CC=2)[P](C2C=CC=CC=2)(C2C=CC=CC=2)C2C=CC=CC=2)(C2C=CC=CC=2)C2C=CC=CC=2)=CC=1.O>[Br:1][C:2]1[CH:6]=[C:5]([C:15]2[CH:14]=[CH:13][CH:12]=[C:11]([C:10]([F:21])([F:20])[F:9])[CH:16]=2)[S:4][C:3]=1[CH3:8] |f:2.3.4,^1:36,38,57,76|. Procedure details: Under a nitrogen atmosphere, a mixture of 3,5-dibromo-2-methylthiophene (2.00 g), 3-(trifluoromethyl)phenylboronic acid (2.23 g), tetrakis(triphenylphosphine)palladium (0.45 g), cesium carbonate (5.09 g) and tetrahydrofuran (40 mL) was heated under reflux for 16 hr. The reaction mixture was cooled, water was added, and the mixture was extracted with ethyl acetate. The ethyl acetate layer was washed with saturated brine, dried over magnesium sulfate, and concentrated under reduced pressure. The r... Reagents/catalysts: C=1C=CC(=CC1)[P](C=2C=CC=CC2)(C=3C=CC=CC3)[Pd]([P](C=4C=CC=CC4)(C=5C=CC=CC5)C=6C=CC=CC6)([P](C=7C=CC=CC7)(C=8C=CC=CC8)C=9C=CC=CC9)[P](C=1C=CC=CC1)(C=1C=CC=CC1)C=1C=CC=CC1 (tetrakis(triphenylphosphine)palladium).